From a dataset of the Open Reaction Database (ORD), a public repository of structured organic reaction records. describe an organic reaction: reactants, conditions, products, and yield The reactants are [Cl-].[NH4+] (ammonium chloride), C(C1=CC=CC=C1)OC(=O)N1C[C@H]([C@@H](CC1)N=[N+]=[N-])O ((rac)-(3R,4R)-4-azido-3-hydroxy-piperidine-1-carboxylic acid benzyl ester), IC (iodomethane), [H-].[Na+] (sodium hydride). The solvent is O1CCCC1.CN(C=O)C (tetrahydrofuran dimethylformamide). Conditions: time 10 minute. Product: C(C1=CC=CC=C1)OC(=O)N1C[C@H]([C@@H](CC1)N=[N+]=[N-])OC ((rac)-(3R,4R)-4-azido-3-methoxy-piperidine-1-carboxylic acid benzyl ester). RXN SMILES: [CH2:1]([O:8][C:9]([N:11]1[CH2:16][CH2:15][C@@H:14]([N:17]=[N+:18]=[N-:19])[C@H:13]([OH:20])[CH2:12]1)=[O:10])[C:2]1[CH:7]=[CH:6][CH:5]=[CH:4][CH:3]=1.[H-].[Na+].I[CH3:24].[Cl-].[NH4+]>O1CCCC1.CN(C)C=O>[CH2:1]([O:8][C:9]([N:11]1[CH2:16][CH2:15][C@@H:14]([N:17]=[N+:18]=[N-:19])[C@H:13]([O:20][CH3:24])[CH2:12]1)=[O:10])[C:2]1[CH:3]=[CH:4][CH:5]=[CH:6][CH:7]=1 |f:1.2,4.5,6.7|. Reported procedure: To a mixture of 0.150 g (0.54 mmole) of (rac)-(3R,4R)-4-azido-3-hydroxy-piperidine-1-carboxylic acid benzyl ester in 3.75 mL of tetrahydrofuran-dimethylformamide (4:1) at 0 degrees, was added 0.026 g of sodium hydride (60% mineral oil dispersion). After stirring for 10 minutes, 0.060 mL of iodomethane was added. The mixture was warmed to room temperature, stirred for 2 hours, then cooled in an ice-bath, and 1 mL of saturated aqueous ammonium chloride solution added. The resulting mixture was par... Reactants: CN(C)C=O, O=S(=O)(O)Cl, c1ccncc1. Yields the product O=S(=O)=O, c1ccncc1. RXN SMILES: [CH3:12][N:13]([CH3:14])[CH:15]=[O:16].[Cl:1][S:2](=[O:3])(=[O:4])[OH:5].[cH:6]1[cH:7][cH:8][n:9][cH:10][cH:11]1>>[S:2](=[O:3])(=[O:4])=[O:5].[cH:6]1[cH:7][cH:8][n:9][cH:10][cH:11]1. Starting materials: CCO, [K+], [OH-], CCOC(=O)COc1ccc(C(=O)c2ccccc2O)c(Cl)c1Cl. Yields the product O=C(O)COc1ccc(C(=O)c2ccccc2O)c(Cl)c1Cl. As a reaction SMILES: [CH3:27][CH2:28][OH:29].[K+:26].[OH-:25].[OH:1][c:2]1[c:3]([C:4](=[O:5])[c:6]2[c:7]([Cl:20])[c:8]([Cl:19])[c:9]([O:10][CH2:11][C:12](=[O:13])[O:14][CH2:15][CH3:16])[cH:17][cH:18]2)[cH:21][cH:22][cH:23][cH:24]1>>[OH:1][c:2]1[c:3]([C:4](=[O:5])[c:6]2[c:7]([Cl:20])[c:8]([Cl:19])[c:9]([O:10][CH2:11][C:12](=[O:13])[OH:14])[cH:17][cH:18]2)[cH:21][cH:22][cH:23][cH:24]1. Reactants: CC[O-], CCO, Cc1cc2nnc(N)n2nc1Cl, [Na+]. Product: CCOc1nn2c(N)nnc2cc1C. Reaction SMILES: [CH3:14][CH2:15][O-:16].[CH3:17][CH2:18][OH:19].[Cl:1][c:2]1[c:3]([CH3:12])[cH:4][c:5]2[n:6]([n:7]1)[c:8]([NH2:11])[n:9][n:10]2.[Na+:13]>>[c:2]1([O:16][CH2:15][CH3:14])[c:3]([CH3:12])[cH:4][c:5]2[n:6]([n:7]1)[c:8]([NH2:11])[n:9][n:10]2. Starting materials: ClC1=CC(=NC=N1)N1N=CC=C1 (6-chloro-4-(1-pyrazolyl)pyrimidine), C1(=CC=CC=C1)O (phenol), 1,8-diazabicyclo-(5,4,0)-7-undecene. The solvent is C1=CC=CC=C1 (benzene). Yields the product O(C1=CC=CC=C1)C1=CC(=NC=N1)N1N=CC=C1 (6-phenoxy-4-(1-pyrazolyl)pyrimidine). RXN SMILES: Cl[C:2]1[N:7]=[CH:6][N:5]=[C:4]([N:8]2[CH:12]=[CH:11][CH:10]=[N:9]2)[CH:3]=1.[C:13]1([OH:19])[CH:18]=[CH:17][CH:16]=[CH:15][CH:14]=1>C1C=CC=CC=1>[O:19]([C:2]1[N:7]=[CH:6][N:5]=[C:4]([N:8]2[CH:12]=[CH:11][CH:10]=[N:9]2)[CH:3]=1)[C:13]1[CH:18]=[CH:17][CH:16]=[CH:15][CH:14]=1. Procedure details: In 10 ml of benzene, 180 mg of 6-chloro-4-(1-pyrazolyl)pyrimidine, 175 ml of phenol, and 152 mg of 1,8-diazabicyclo-(5,4,0)-7-undecene (DBU) were dissolved, and refluxed for 7 hours. This reaction solution was washed with water, and an organic fraction was dried over anhydrous sodium sulfate. The resulting extract was distilled to give a residue, and the residue was purified by alumina gel column chromatography using a mixture of n-hexane and ethyl acetate (2:1) to yield 175 mg 6-phenoxy-4-(1-py... Starting materials: OCCN1C(SC(C1=O)C)C=1C=NC=CC1 (3-(2-Hydroxyethyl)-5-methyl-2-(3-pyridyl)- thiazolidin-4-one), S(=O)(Cl)Cl (thionyl chloride), N1=CC=CC=C1 (Pyridine). Run in C(Cl)Cl (methylene chloride). Run at time 5 hour. Product: 2,5-cis-3-(2-chloroethyl)-5-methyl-2-(3-pyridyl)thiazolidin-4-one, CC1C(NC(S1)C=1C=NC=CC1)=O (5-methyl-2-(3-pyridyl)thiazolidin-4one). The yield is 20.3%. As a reaction SMILES: OCC[N:4]1[C:8](=[O:9])[CH:7]([CH3:10])[S:6][CH:5]1[C:11]1[CH:12]=[N:13][CH:14]=[CH:15][CH:16]=1.N1C=CC=CC=1.S(Cl)(Cl)=O>C(Cl)Cl>[CH3:10][CH:7]1[S:6][CH:5]([C:11]2[CH:12]=[N:13][CH:14]=[CH:15][CH:16]=2)[NH:4][C:8]1=[O:9]. Procedure: 3-(2-Hydroxyethyl)-5-methyl-2-(3-pyridyl)- thiazolidin-4-one (18.75 g, 78.7 mmol) was dissolved in methylene chloride (200 ml). Pyridine (9.55 ml, 118 mmol) was added and further, thionyl chloride (20 ml, 274 mmol) was added dropwise over 2 hours at 0 to 5° C. This reaction mixture was kept between those temperatures for 5 hours. The resulting mixture was washed with aqueous NaHCO3 and aqueous NaCl, dried, and the solvent was removed in vacuo. The residue was chromatographed on silica gel and up... Starting materials: CNCC(=O)O, CNS(C)(=O)=O, CN(C)C=O, CCOC(C)=O, CCOCC, CO, [Cu]I, O=c1c(C2=NS(=O)(=O)c3cc(I)ccc3N2)c(O)c2cccn2n1Cc1ccc(F)cc1, [K+], [K+], [K+], O=P([O-])([O-])[O-]. Product: CN(c1ccc2c(c1)S(=O)(=O)N=C(c1c(O)c3cccn3n(Cc3ccc(F)cc3)c1=O)N2)S(C)(=O)=O. RXN SMILES: [CH3:41][NH:42][CH2:43][C:44](=[O:45])[OH:46].[CH3:47][NH:48][S:49](=[O:50])(=[O:51])[CH3:52].[CH3:53][N:54]([CH3:55])[CH:56]=[O:57].[CH3:58][CH2:59][O:60][C:61](=[O:62])[CH3:63].[CH3:66][CH2:67][O:68][CH2:69][CH3:70].[CH3:71][OH:72].[Cu:64][I:65].[F:1][c:2]1[cH:3][cH:4][c:5]([CH2:6][n:7]2[n:8]3[c:9]([c:10]([OH:27])[c:11]([C:14]4=[N:15][S:16](=[O:25])(=[O:26])[c:17]5[c:18]([cH:20][cH:21][c:22]([I:24])[cH:23]5)[NH:19]4)[c:12]2=[O:13])[cH:28][cH:29][cH:30]3)[cH:31][cH:32]1.[K+:38].[K+:39].[K+:40].[P:33]([O-:34])([O-:35])([O-:36])=[O:37]>>[F:1][c:2]1[cH:3][cH:4][c:5]([CH2:6][n:7]2[n:8]3[c:9]([c:10]([OH:27])[c:11]([C:14]4=[N:15][S:16](=[O:25])(=[O:26])[c:17]5[c:18]([cH:20][cH:21][c:22]([N:48]([CH3:47])[S:49](=[O:50])(=[O:51])[CH3:52])[cH:23]5)[NH:19]4)[c:12]2=[O:13])[cH:28][cH:29][cH:30]3)[cH:31][cH:32]1. Reaction SMILES: [Cl:1][C:2]1[CH:30]=[CH:29][C:5]([C:6]([C:8]2[CH:28]=[CH:27][C:11]([CH2:12][N:13]3[C:17]4[N:18]=[C:19](SC)[N:20]([CH3:23])[C:21](=[O:22])[C:16]=4[C:15]([CH3:26])=[CH:14]3)=[CH:10][CH:9]=2)=[O:7])=[CH:4][CH:3]=1.C(O)(=O)C>COCCOC.C(O)C.[Ni]>[Cl:1][C:2]1[CH:30]=[CH:29][C:5]([C:6]([C:8]2[CH:28]=[CH:27][C:11]([CH2:12][N:13]3[C:17]4[N:18]=[CH:19][N:20]([CH3:23])[C:21](=[O:22])[C:16]=4[C:15]([CH3:26])=[CH:14]3)=[CH:10][CH:9]=2)=[O:7])=[CH:4][CH:3]=1. Reactants: ClC1=CC=C(C(=O)C2=CC=C(CN3C=C(C4=C3N=C(N(C4=O)C)SC)C)C=C2)C=C1 (7-[4-(4-chlorobenzoyl)benzyl]-3,5-dimethyl-2-methylthio-7H-pyrrolo[2,3-d]pyrimidin-4(3H)-one), C(C)(=O)O (acetic acid). The reagents and catalysts are [Ni] (Raney nickel). The yield is 84.9%. Procedure: In a mixture of DME (120 ml) and ethanol (12 ml) was dissolved 7-[4-(4-chlorobenzoyl)benzyl]-3,5-dimethyl-2-methylthio-7H-pyrrolo[2,3-d]pyrimidin-4(3H)-one (800 mg) followed by addition of acetic acid (672 mg), and the mixture was warmed to 40° C. Then, Raney nickel was added until disappearance of the starting compound had been verified by TLC. The catalyst was then filtered off and the solvent was distilled off under reduced pressure. The residue was dissolved in ethyl acetate, washed with sat... Reaction conditions: temperature 40 celsius. Yields the product ClC1=CC=C(C(=O)C2=CC=C(CN3C=C(C4=C3N=CN(C4=O)C)C)C=C2)C=C1 (7-[4-(4-Chlorobenzoyl)benzyl]-3,5-dimethyl-7H-pyrrolo [2,3-d]pyrimidin-4(3H)-one). The solvent is COCCOC (DME), C(C)O (ethanol). Starting materials: OC(C)(C)C=1OC=C(N1)C(=O)O (2-(2-hydroxypropan-2-yl)-oxazole-4-carboxylic acid), N[C@H](CN1N=C(C=C1)C1=CC(=C(C#N)C=C1)C(F)(F)F)C ((S)-4-(1-(2-aminopropyl)-1H-pyrazol-3-yl)-2-(trifluoromethyl)benzonitrile). Yields the product C(#N)C1=C(C=C(C=C1)C1=NN(C=C1)C[C@H](C)NC(=O)C=1N=C(OC1)C(C)(C)O)C(F)(F)F ((S)—N-(1-(3-(4-Cyano-3-(trifluoromethyl)phenyl)-1H-pyrazol-1-yl)propan-2-yl)-2-(2-hydroxypropan-2-yl)oxazole-4-carboxamide). RXN SMILES: [OH:1][C:2]([C:5]1[O:6][CH:7]=[C:8]([C:10]([OH:12])=O)[N:9]=1)([CH3:4])[CH3:3].[NH2:13][C@@H:14]([CH3:33])[CH2:15][N:16]1[CH:20]=[CH:19][C:18]([C:21]2[CH:28]=[CH:27][C:24]([C:25]#[N:26])=[C:23]([C:29]([F:32])([F:31])[F:30])[CH:22]=2)=[N:17]1>>[C:25]([C:24]1[CH:27]=[CH:28][C:21]([C:18]2[CH:19]=[CH:20][N:16]([CH2:15][C@@H:14]([NH:13][C:10]([C:8]3[N:9]=[C:5]([C:2]([OH:1])([CH3:3])[CH3:4])[O:6][CH:7]=3)=[O:12])[CH3:33])[N:17]=2)=[CH:22][C:23]=1[C:29]([F:30])([F:32])[F:31])#[N:26]. Reported procedure: The title compound was prepared using the procedure described in Example 32(e) starting from 2-(2-hydroxypropan-2-yl)-oxazole-4-carboxylic acid (0.3 g, 1.75 mmol) and (S)-4-(1-(2-aminopropyl)-1H-pyrazol-3-yl)-2-(trifluoromethyl)benzonitrile (0.516 mg, 1.75 mmol). The product was purified by column chromatography. Yield 270 mg. 1H-NMR (400 MHz; DMSO-d6): δ 1.13 (d, 3H), 1.51 (s, 6H), 4.30-4.52 (m, 3H), 5.67 (s, 1H), 7.05 (s, 1H), 7.86 (d, 1H), 8.17 (d, 2H), 8.28 (d, 2H), 8.47 (s, 1H).